This data is from the Open Reaction Database (ORD), a public repository of structured organic reaction records. The task is: describe an organic reaction: reactants, conditions, products, and yield Reactants: CCN=C=NCCCN(C)C, CN(C)c1ccncc1, ClCCl, O=C(NC1(C(=O)O)CC1)NC(Cc1ccccc1)(c1ccc(F)cc1)c1cc(F)cc(OC(F)(F)C(F)F)c1, N#CC=[P+]([O-])c1ccccc1, c1ccc(-c2ccccc2)cc1. Yields the product N#CC(C(=O)C1(NC(=O)NC(Cc2ccccc2)(c2ccc(F)cc2)c2cc(F)cc(OC(F)(F)C(F)F)c2)CC1)=[P+]([O-])c1ccccc1, c1ccc(-c2ccccc2)cc1. RXN SMILES: [CH3:63][CH2:64][N:65]=[C:66]=[N:67][CH2:68][CH2:69][CH2:70][N:71]([CH3:72])[CH3:73].[CH3:77][N:78]([c:79]1[cH:80][cH:81][n:82][cH:83][cH:84]1)[CH3:85].[Cl:74][CH2:75][Cl:76].[F:1][c:2]1[cH:3][c:4]([C:15]([CH2:16][c:17]2[cH:18][cH:19][cH:20][cH:21][cH:22]2)([c:23]2[cH:24][cH:25][c:26]([F:29])[cH:27][cH:28]2)[NH:30][C:31]([NH:32][C:33]2([C:36](=[O:37])[OH:38])[CH2:34][CH2:35]2)=[O:39])[cH:5][c:6]([O:8][C:9]([CH:10]([F:11])[F:12])([F:13])[F:14])[cH:7]1.[c:40]1([P+:46]([O-:47])=[CH:48][C:49]#[N:50])[cH:41][cH:42][cH:43][cH:44][cH:45]1.[cH:51]1[cH:52][cH:53][c:54](-[c:57]2[cH:58][cH:59][cH:60][cH:61][cH:62]2)[cH:55][cH:56]1>>[F:1][c:2]1[cH:3][c:4]([C:15]([CH2:16][c:17]2[cH:18][cH:19][cH:20][cH:21][cH:22]2)([c:23]2[cH:24][cH:25][c:26]([F:29])[cH:27][cH:28]2)[NH:30][C:31]([NH:32][C:33]2([C:36](=[O:38])[C:48](=[P+:46]([c:40]3[cH:41][cH:42][cH:43][cH:44][cH:45]3)[O-:47])[C:49]#[N:50])[CH2:34][CH2:35]2)=[O:39])[cH:5][c:6]([O:8][C:9]([CH:10]([F:11])[F:12])([F:13])[F:14])[cH:7]1.[cH:51]1[cH:52][cH:53][c:54](-[c:57]2[cH:58][cH:59][cH:60][cH:61][cH:62]2)[cH:55][cH:56]1. RXN SMILES: [CH2:1]1[CH2:2][O:3][CH2:4][CH2:5][NH:6]1.[CH3:18][S:19]([CH3:20])=[O:21].[F:7][c:8]1[cH:9][cH:10][c:11]([N+:14](=[O:15])[O-:16])[cH:12][cH:13]1.[OH2:17]>>[CH2:1]1[CH2:2][O:3][CH2:4][CH2:5][N:6]1[c:8]1[cH:9][cH:10][c:11]([N+:14](=[O:15])[O-:16])[cH:12][cH:13]1. Yields the product O=[N+]([O-])c1ccc(N2CCOCC2)cc1. Starting materials: C1COCCN1, CS(C)=O, O=[N+]([O-])c1ccc(F)cc1, O. Starting materials: CC=1C(C=C(C(C1)=O)C)=O (2,5-Dimethylbenzoquinone), S(=O)([O-])S(=O)[O-].[Na+].[Na+] (sodium hydrosulfite). The solvent is CCOCC (ether), CCOCC (ether). Yields the product OC=1C(=C2C(CC(OC2=C(C1)C)=O)(C)C)C (6-Hydroxy-4,4,5,8-tetramethyl-chroman-2-one). The yield is 197.6%. RXN SMILES: [CH3:1][C:2]1[C:3](=[O:10])[CH:4]=[C:5]([CH3:9])[C:6](=[O:8])[CH:7]=1.S(S([O-])=O)([O-])=O.[Na+].[Na+]>CCOCC>[OH:8][C:6]1[C:5]([CH3:9])=[C:4]2[C:3](=[C:2]([CH3:1])[CH:7]=1)[O:10][C:6](=[O:8])[CH2:7][C:2]2([CH3:3])[CH3:1] |f:1.2.3|. Procedure: 2,5-Dimethylbenzoquinone (10 g, 73.5 mmol) was dissolved in 300 mL of ether, which was mixed with an aqueous solution of sodium hydrosulfite (178 g in 150 mL of water, 85% pure, 870 mmol). The mixture was shaken until the ether layer became nearly colorless. The ether layer was separated, and the aqueous layer was extracted with ethyl ether (3×200 mL). The combined ether layers were washed with brine (2×150 mL) and dried over MgSO4. Filtration and solvent evaporation gave 10.03 g (72.6 mmol) of ... The reactants are ClC1=C(C=C(C=C1)O)[N+](=O)[O-] (4-chloro-3-nitrophenol), BrCCCN1C(C=2C(C1=O)=CC=CC2)=O (N-(3-bromopropyl)phthalimide), C([O-])([O-])=O.[K+].[K+] (potassium carbonate), O (water). The solvent is CN(C=O)C (N,N-dimethylformamide). Conditions: temperature 60 celsius, time 6 hour. Product: ClC1=C(C=C(OCCCN2C(C=3C(C2=O)=CC=CC3)=O)C=C1)[N+](=O)[O-] (N-[3-(4-chloro-3-nitrophenoxy)-propyl]phthalimide). Yield: 74.4%. RXN SMILES: [Cl:1][C:2]1[CH:7]=[CH:6][C:5]([OH:8])=[CH:4][C:3]=1[N+:9]([O-:11])=[O:10].Br[CH2:13][CH2:14][CH2:15][N:16]1[C:20](=[O:21])[C:19]2=[CH:22][CH:23]=[CH:24][CH:25]=[C:18]2[C:17]1=[O:26].C(=O)([O-])[O-].[K+].[K+].O>CN(C)C=O>[Cl:1][C:2]1[CH:7]=[CH:6][C:5]([O:8][CH2:13][CH2:14][CH2:15][N:16]2[C:20](=[O:21])[C:19]3=[CH:22][CH:23]=[CH:24][CH:25]=[C:18]3[C:17]2=[O:26])=[CH:4][C:3]=1[N+:9]([O-:11])=[O:10] |f:2.3.4|. Procedure details: To a solution of 4-chloro-3-nitrophenol (5.00 g, 29 mmol) in N,N-dimethylformamide (100 ml) were added N-(3-bromopropyl)phthalimide (9.27 g, 35 mmol) and potassium carbonate (4.93 g, 36 mmol), followed by stirring at 60° C. for 6 hours. After allowing to stand overnight, the reaction solution was poured into water, and the insoluble matter was collected by filtration and washed with ethyl acetate and dried under reduced pressure to give N-[3-(4-chloro-3-nitrophenoxy)-propyl]phthalimide (7.78 g). Starting materials: C(C)(C)(C)O[C@H](C(=O)OC)C1=C2C3=CC=C4OCCC(CC=CCCC=5C=CC=CC5C5=CC=CC(C6=NN2C(N=C1C)=C6)=C5)C4=C3 (methyl (2S)-2-(tert-butoxy)-2-[4-methyl-29-oxa-5,7,8-triazaheptacyclo[24.6.2.16,9. 110,14.02,7.015,20.030,34]hexatriaconta-1(32),2,4,6(36),8,10(35),11,13,15 (20),16,18,23,30,33-tetradecaen-3-yl]acetate). Reagents/catalysts: [Pd] (Pd/C). The solvent is CO (MeOH). Conditions: time 16 hour. Product: C(C)(C)(C)O[C@H](C(=O)OC)C1=C2C3=CC=C4OCCC(CCCCCC=5C=CC=CC5C5=CC=CC(C6=NN2C(N=C1C)=C6)=C5)C4=C3 (Methyl (2S)-2-(tert-butoxy)-2-{4-methyl-29-oxa-5,7,8-triazaheptacyclo[24.6.2.16,9.110,14.02,7.015,20.030,34]hexatriaconta-1 (32), 2,4, 6(36),8,10(35), 11,13, 15(20),16,18,30,33-tridecaen-3-yl}acetate). As a reaction SMILES: [C:1]([O:5][C@@H:6]([C:11]1[C:42]([CH3:43])=[N:41][C:40]2=[CH:44][C:37]3=[N:38][N:39]2[C:12]=1[C:13]1[CH:47]=[C:46]2[C:16]([O:17][CH2:18][CH2:19][CH:20]2[CH2:21][CH:22]=[CH:23][CH2:24][CH2:25][C:26]2[CH:27]=[CH:28][CH:29]=[CH:30][C:31]=2[C:32]2[CH:45]=[C:36]3[CH:35]=[CH:34][CH:33]=2)=[CH:15][CH:14]=1)[C:7]([O:9][CH3:10])=[O:8])([CH3:4])([CH3:3])[CH3:2]>CO.[Pd]>[C:1]([O:5][C@@H:6]([C:11]1[C:42]([CH3:43])=[N:41][C:40]2=[CH:44][C:37]3=[N:38][N:39]2[C:12]=1[C:13]1[CH:47]=[C:46]2[C:16]([O:17][CH2:18][CH2:19][CH:20]2[CH2:21][CH2:22][CH2:23][CH2:24][CH2:25][C:26]2[CH:27]=[CH:28][CH:29]=[CH:30][C:31]=2[C:32]2[CH:45]=[C:36]3[CH:35]=[CH:34][CH:33]=2)=[CH:15][CH:14]=1)[C:7]([O:9][CH3:10])=[O:8])([CH3:4])([CH3:2])[CH3:3]. Procedure: A solution of methyl (2S)-2-(tert-butoxy)-2-[4-methyl-29-oxa-5,7,8-triazaheptacyclo[24.6.2.16,9. 110,14.02,7.015,20.030,34]hexatriaconta-1(32),2,4,6(36),8,10(35),11,13,15 (20),16,18,23,30,33-tetradecaen-3-yl]acetate (0.051 g, 0.082 mmol) in MeOH (5 mL) was treated with 10 wt % Pd/C (9 mg, 0.08 mmol), then evacuated and hydrogen gas filled three times. The reaction was stirred for 16 h. The reaction mixture was filtered (0.45 nm syringe tip filter) and the filtrate solution was used directly in t... Procedure: 1.0 g of 4'-hydroxy-3'-methoxy-5'-nitro-4-phenylbutyrophenone is held at 200° for 1 hour with 8 g of pyridine hydrochloride. The reaction mixture is poured while still warm into ice-water and extracted with ethyl acetate. The organic phase is washed with 1N hydrochloric acid and subsequently with water, dried over sodium sulfate and evaporated. The dark residue obtained is chromatographed on a 30-fold amount of silica gel with ethyl acetate. From methylene chloride/hexane there is obtained 3',4'... Starting materials: OC1=C(C=C(C=C1[N+](=O)[O-])C(CCCC1=CC=CC=C1)=O)OC (4'-hydroxy-3'-methoxy-5'-nitro-4-phenylbutyrophenone), Cl.N1=CC=CC=C1 (pyridine hydrochloride), ice water. Reaction SMILES: [OH:1][C:2]1[C:7]([N+:8]([O-:10])=[O:9])=[CH:6][C:5]([C:11](=[O:21])[CH2:12][CH2:13][CH2:14][C:15]2[CH:20]=[CH:19][CH:18]=[CH:17][CH:16]=2)=[CH:4][C:3]=1[O:22]C.Cl.N1C=CC=CC=1>>[OH:22][C:3]1[CH:4]=[C:5]([C:11](=[O:21])[CH2:12][CH2:13][CH2:14][C:15]2[CH:20]=[CH:19][CH:18]=[CH:17][CH:16]=2)[CH:6]=[C:7]([N+:8]([O-:10])=[O:9])[C:2]=1[OH:1] |f:1.2|. Product: OC=1C=C(C=C(C1O)[N+](=O)[O-])C(CCCC1=CC=CC=C1)=O (3',4'-dihydroxy-5'-nitro-4-phenylbutyrophenone). Reactants: C1CCOC1, Cc1ccccc1, O=C(Cl)C(=O)Cl, c1ccc(-c2cc3n(c2)CCCC3)cc1. Yields the product O=C(Cl)C(=O)c1c(-c2ccccc2)cc2n1CCCC2. Reaction SMILES: [CH2:29]1[O:30][CH2:31][CH2:32][CH2:33]1.[CH3:22][c:23]1[cH:24][cH:25][cH:26][cH:27][cH:28]1.[Cl:1][C:2](=[O:3])[C:4](=[O:5])[Cl:6].[c:7]1(-[c:13]2[cH:14][c:15]3[n:20]([cH:21]2)[CH2:19][CH2:18][CH2:17][CH2:16]3)[cH:8][cH:9][cH:10][cH:11][cH:12]1>>[Cl:1][C:2](=[O:3])[C:4](=[O:5])[c:21]1[c:13](-[c:7]2[cH:8][cH:9][cH:10][cH:11][cH:12]2)[cH:14][c:15]2[n:20]1[CH2:19][CH2:18][CH2:17][CH2:16]2. The reactants are Cl (hydrogen chloride), C(#N)CC(C(C)(C)C)=O (cyanopinacolone), CO (methanol), CCCCCC (n-hexane). Solvent: C1(=CC=CC=C1)C (toluene). Conditions: time 25 hour. Yields the product Cl.CC(C(CC(OC)=N)=O)(C)C (methyl 4,4-dimethyl-3-oxopentanimidate hydrochloride). The yield is 97.5%. Reaction SMILES: [C:1]([CH2:3][C:4](=[O:9])[C:5]([CH3:8])([CH3:7])[CH3:6])#[N:2].[ClH:10].CCCCCC.[CH3:17][OH:18]>C1(C)C=CC=CC=1>[ClH:10].[CH3:6][C:5]([CH3:8])([CH3:7])[C:4](=[O:9])[CH2:3][C:1](=[NH:2])[O:18][CH3:17] |f:5.6|. Reported procedure: To a suspension of cyanopinacolone (25.034 g) in anhydrous toluene (50 ml) and anhydrous methanol (8.9 ml) is added gaseous hydrogen chloride (9.9 g) with cooling and stirring at 5° to 10° C., and the whole mixture is allowed to stand at 5° to 10° C. for 25 hours. The reaction mixture is mixed with n-hexane and the precipitated hydrochloride is filtered and washed with ethyl acetate to give methyl 4,4-dimethyl-3-oxopentanimidate hydrochloride (37.746 g) as crystals melting at 104° to 104.5° C. (...